Dataset: the Open Reaction Database (ORD), a public repository of structured organic reaction records. Task: describe an organic reaction: reactants, conditions, products, and yield Product: O=C(Nc1nc(C(Cl)(Cl)Cl)ns1)c1ccc([N+](=O)[O-])cc1. Starting materials: Cc1ccccc1, O=C(Cl)c1ccc([N+](=O)[O-])cc1, Nc1nc(C(Cl)(Cl)Cl)ns1. RXN SMILES: [CH3:23][c:24]1[cH:25][cH:26][cH:27][cH:28][cH:29]1.[N+:11](=[O:12])([O-:13])[c:14]1[cH:15][cH:16][c:17]([C:18](=[O:19])[Cl:20])[cH:21][cH:22]1.[NH2:1][c:2]1[n:3][c:4]([C:7]([Cl:8])([Cl:9])[Cl:10])[n:5][s:6]1>>[NH:1]([c:2]1[n:3][c:4]([C:7]([Cl:8])([Cl:9])[Cl:10])[n:5][s:6]1)[C:18]([c:17]1[cH:16][cH:15][c:14]([N+:11](=[O:12])[O-:13])[cH:22][cH:21]1)=[O:19]. Reactants: C(C)(C)(C)OC(=O)C1(CCCCC1)C1=CC=C(C(=O)OC(C)C)C=C1 (Isopropyl 4-[1-(tert-butoxycarbonyl)cyclohexyl]benzoate), FC(C(=O)O)(F)F (trifluoroacetic acid). Run in ClCCl (dichloromethane). Run at time 2.5 hour. The product is C(C)(C)OC(=O)C1=CC=C(C=C1)C1(CCCCC1)C(=O)O (1-[4-(Isopropoxycarbonyl)phenyl]cyclohexanecarboxylic acid). Yield: 92.7%. Reaction SMILES: C([O:5][C:6]([C:8]1([C:14]2[CH:25]=[CH:24][C:17]([C:18]([O:20][CH:21]([CH3:23])[CH3:22])=[O:19])=[CH:16][CH:15]=2)[CH2:13][CH2:12][CH2:11][CH2:10][CH2:9]1)=[O:7])(C)(C)C.FC(F)(F)C(O)=O>ClCCl>[CH:21]([O:20][C:18]([C:17]1[CH:16]=[CH:15][C:14]([C:8]2([C:6]([OH:7])=[O:5])[CH2:13][CH2:12][CH2:11][CH2:10][CH2:9]2)=[CH:25][CH:24]=1)=[O:19])([CH3:23])[CH3:22]. Procedure details: To a solution of isopropyl 4-[1-(tert-butoxycarbonyl)cyclohexyl]benzoate (13) (0.136 g, 0.39 mmol) in dichloromethane (1.5 ml) was added trifluoroacetic acid (0.5 ml) and the mixture was stirred at ambient temperature under argon atmosphere for 2.5 hours. The volatiles were evaporated and the residue was chromatographed on silica gel with toluene-dioxane-acetic acid (95:5:1) as eluent to give the title compound (0.105 g, 92%).